This data is from the Open Reaction Database (ORD), a public repository of structured organic reaction records. The task is: describe an organic reaction: reactants, conditions, products, and yield Reactants: CC(=O)c1ccc(O)c(C(=O)O)c1, O, O=[N+]([O-])O, O=S(=O)(O)O. Yields the product CC(=O)c1cc(C(=O)O)c(O)c([N+](=O)[O-])c1. Reaction SMILES: [C:1]([CH3:2])(=[O:3])[c:4]1[cH:5][cH:6][c:7]([OH:13])[c:8]([C:9](=[O:10])[OH:11])[cH:12]1.[OH2:18].[OH:14][N+:15]([O-:16])=[O:17].[S:19](=[O:20])(=[O:21])([OH:22])[OH:23]>>[C:1]([CH3:2])(=[O:3])[c:4]1[cH:5][c:6]([N+:15](=[O:14])[O-:16])[c:7]([OH:13])[c:8]([C:9](=[O:10])[OH:11])[cH:12]1. Starting materials: O (H2O), C1(=CC=CC=C1)C(C(=O)O)C1=CC=CC=C1 (diphenylacetic acid), C1(=CC=CC=C1)C (toluene), OS(=O)(=O)O (H2SO4). Solvent: CCOC(=O)C (EtOAc), CCO (EtOH). The product is C1(=CC=CC=C1)C(C(=O)OCC)C1=CC=CC=C1 (Ethyl diphenylacetate). RXN SMILES: [C:1]1([CH:7]([C:11]2[CH:16]=[CH:15][CH:14]=[CH:13][CH:12]=2)[C:8]([OH:10])=[O:9])[CH:6]=[CH:5][CH:4]=[CH:3][CH:2]=1.[C:17]1(C)C=CC=C[CH:18]=1.OS(O)(=O)=O.O>CCO.CCOC(C)=O>[C:1]1([CH:7]([C:11]2[CH:16]=[CH:15][CH:14]=[CH:13][CH:12]=2)[C:8]([O:10][CH2:17][CH3:18])=[O:9])[CH:2]=[CH:3][CH:4]=[CH:5][CH:6]=1. Procedure details: To a solution of diphenylacetic acid (20 g, 0.094 mol) in EtOH (70 mL), was added toluene (70 mL). Next, H2SO4 (3 mL) was added dropwise and the reaction mixture was refluxed for 18 h. Then, H2O and EtOAc were added, the layers were separated, and the organic phase was washed with saturated NaHCO3 solution (3×), dried and concentrated to a white solid (23.2 g), which was directly used in the next step as obtained. The reactants are B, N#CCCc1ccc(Br)cc1, CSC. Yields the product NCCCc1ccc(Br)cc1. RXN SMILES: [BH3:15].[Br:1][c:2]1[cH:3][cH:4][c:5]([CH2:8][CH2:9][C:10]#[N:11])[cH:6][cH:7]1.[CH3:12][S:13][CH3:14]>>[Br:1][c:2]1[cH:3][cH:4][c:5]([CH2:8][CH2:9][CH2:10][NH2:11])[cH:6][cH:7]1. Reactants: ClC=1C=C(C=CC1F)C1=CN=C2N1C=CC(=C2F)C(C)(C)O (2-[3-(3-Chloro-4-fluorophenyl)-8-fluoroimidazo[1,2-α]pyridin-7-yl]-propan-2-ol), S1C2=C(C=C1)C=CC=C2B(O)O (benzo[b]thiophene-7-boronic acid). The product is S1C2=C(C=C1)C=CC=C2C=2C=C(C=CC2F)C2=CN=C1N2C=CC(=C1F)C(C)(C)O (2-{3-[3-(benzo[b]thien-7-yl)-4-fluorophenyl]-8-fluoroimidazo[1,2-α]pyridin-7-yl}propan-2-ol). Yield: 3.0%. As a reaction SMILES: Cl[C:2]1[CH:3]=[C:4]([C:9]2[N:13]3[CH:14]=[CH:15][C:16]([C:19]([OH:22])([CH3:21])[CH3:20])=[C:17]([F:18])[C:12]3=[N:11][CH:10]=2)[CH:5]=[CH:6][C:7]=1[F:8].[S:23]1[CH:27]=[CH:26][C:25]2[CH:28]=[CH:29][CH:30]=[C:31](B(O)O)[C:24]1=2>>[S:23]1[CH:27]=[CH:26][C:25]2[CH:28]=[CH:29][CH:30]=[C:31]([C:2]3[CH:3]=[C:4]([C:9]4[N:13]5[CH:14]=[CH:15][C:16]([C:19]([OH:22])([CH3:21])[CH3:20])=[C:17]([F:18])[C:12]5=[N:11][CH:10]=4)[CH:5]=[CH:6][C:7]=3[F:8])[C:24]1=2. Reported procedure: 2-[3-(3-Chloro-4-fluorophenyl)-8-fluoroimidazo[1,2-α]pyridin-7-yl]-propan-2-ol and benzo[b]thiophene-7-boronic acid were coupled in the same way as in Example 30 to give 2-{3-[3-(benzo[b]thien-7-yl)-4-fluorophenyl]-8-fluoroimidazo[1,2-α]pyridin-7-yl}propan-2-ol as an off-white solid (4 mg, 3%): m/z (ES+) 421 [MH+]. Reactants: BrCCOCCBr, CCOC(=O)Cc1cccc(Cl)c1I, [H-], [Na+], CN(C)C=O. Product: CCOC(=O)C1(c2cccc(Cl)c2I)CCOCC1. RXN SMILES: [Br:17][CH2:18][CH2:19][O:20][CH2:21][CH2:22][Br:23].[Cl:1][c:2]1[c:3]([I:14])[c:4]([CH2:8][C:9](=[O:10])[O:11][CH2:12][CH3:13])[cH:5][cH:6][cH:7]1.[H-:15].[Na+:16].[O:24]=[CH:25][N:26]([CH3:27])[CH3:28]>>[Cl:1][c:2]1[c:3]([I:14])[c:4]([C:8]2([C:9](=[O:10])[O:11][CH2:12][CH3:13])[CH2:18][CH2:19][O:20][CH2:21][CH2:22]2)[cH:5][cH:6][cH:7]1. Reactants: C[C@@H]1C2=C3CCCC=C3CC[C@H]2[C@@H]2CC[C@@H]([C@@]2(C)C1)O (11β-Methyl-17β-hydroxyestra-4,9-diene), C(C)(C)(C)O (t-butanol), [Li] (lithium), [Li] (lithium), N (Ammonia), N (ammonia), [Li].N (lithium ammonia), [Cl-].[NH4+] (ammonium chloride). Run in C1CCOC1 (THF). Yields the product C[C@@H]1[C@@H]2C=3CCC(CC3CC[C@H]2[C@@H]2CC[C@@H]([C@@]2(C)C1)O)=O (11β-Methyl 17β-hydroxyestr-5(10)-en-3-one). Yield: 100.0%. Reaction SMILES: [Li].N.[Li].N.[CH3:5][C@H:6]1[CH2:23][C@@:21]2([CH3:22])[C@@H:17]([CH2:18][CH2:19][C@@H:20]2[OH:24])[C@H:16]2[C:7]1=[C:8]1[C:13]([CH2:14][CH2:15]2)=[CH:12][CH2:11][CH2:10][CH2:9]1.[Cl-].[NH4+].C([OH:31])(C)(C)C>C1COCC1>[CH3:5][C@H:6]1[CH2:23][C@@:21]2([CH3:22])[C@@H:17]([CH2:18][CH2:19][C@@H:20]2[OH:24])[C@H:16]2[C@H:7]1[C:8]1[CH2:9][CH2:10][C:11](=[O:31])[CH2:12][C:13]=1[CH2:14][CH2:15]2 |f:2.3,5.6,^1:0,2|. Procedure details: Under an argon atmosphere, lithium wire (270 mg, 38.9 mmol), cut into small pieces, was added to anhydrous ammonia (200 mL) and stirred at reflux for 2 hr. The lithium/ammonia mixture was chilled to −78° C. and a THF solution of the dienone (5a, 4.03 g, 14.07 mmol) containing t-butanol (1.24 mL), was added over 15 min. The mixture was stirred at −78° C. for 15 min before excess of lithium was destroyed with isoprene (1.5 mL). The reaction was quenched by means of the addition of solid ammonium c... Starting materials: C(C)OC(CN1C(C2=CC=C(C=C2C=N1)\C=C\C(C(F)(F)F)C1=CC(=C(C(=C1)Cl)F)Cl)=O)=O ((E)-ethyl-2-(6-(3-(3,5-dichloro-4-fluorophenyl)-4,4,4-trifluorobut-1-enyl)-1-oxophthalazin-2(1H)-yl)acetate). Solvent: Cl (HCl), CC(=O)O (AcOH). Product: ClC=1C=C(C=C(C1F)Cl)C(/C=C/C=1C=C2C=NN(C(C2=CC1)=O)CC(=O)O)C(F)(F)F ((E)-2-(6-(3-(3,5-Dichloro-4-fluorophenyl)-4,4,4-trifluorobut-1-en-1-yl)-1-oxophthalazin-2(1H)-yl)acetic acid). Yield: 90.2%. RXN SMILES: C([O:3][C:4](=[O:33])[CH2:5][N:6]1[N:15]=[CH:14][C:13]2[C:8](=[CH:9][CH:10]=[C:11](/[CH:16]=[CH:17]/[CH:18]([C:23]3[CH:28]=[C:27]([Cl:29])[C:26]([F:30])=[C:25]([Cl:31])[CH:24]=3)[C:19]([F:22])([F:21])[F:20])[CH:12]=2)[C:7]1=[O:32])C>Cl.CC(O)=O>[Cl:31][C:25]1[CH:24]=[C:23]([CH:18]([C:19]([F:21])([F:22])[F:20])/[CH:17]=[CH:16]/[C:11]2[CH:12]=[C:13]3[C:8](=[CH:9][CH:10]=2)[C:7](=[O:32])[N:6]([CH2:5][C:4]([OH:33])=[O:3])[N:15]=[CH:14]3)[CH:28]=[C:27]([Cl:29])[C:26]=1[F:30]. Reported procedure: A solution of (E)-ethyl-2-(6-(3-(3,5-dichloro-4-fluorophenyl)-4,4,4-trifluorobut-1-enyl)-1-oxophthalazin-2(1H)-yl)acetate (0.04 g, 0.07 mmol) in HCl (0.5 mL) and AcOH (0.5 mL) was heated to 100° C. for 3 h. The solvent was removed under reduced pressure and the residue diluted with water. The aqueous layer was extracted with EtOAc and the separated EtOAc layer dried over anhydrous Na2SO4 and concentrated under reduced pressure to afford the crude compound. The crude compound was triturated with ... Starting materials: ClCCCl, CN(C)c1ccncc1, ClCCl, CC(C)(C)OC(=O)N1CCNCC1, O=C(O)c1ccccc1. The product is CC(C)(C)OC(=O)N1CCN(C(=O)c2ccccc2)CC1. Reaction SMILES: [CH2:23]([Cl:24])[CH2:25][Cl:26].[CH3:30][N:31]([c:32]1[cH:33][cH:34][n:35][cH:36][cH:37]1)[CH3:38].[Cl:27][CH2:28][Cl:29].[N:1]1([C:7](=[O:8])[O:9][C:10]([CH3:11])([CH3:12])[CH3:13])[CH2:2][CH2:3][NH:4][CH2:5][CH2:6]1.[OH:14][C:15](=[O:16])[c:17]1[cH:18][cH:19][cH:20][cH:21][cH:22]1>>[N:1]1([C:7](=[O:8])[O:9][C:10]([CH3:11])([CH3:12])[CH3:13])[CH2:2][CH2:3][N:4]([C:15](=[O:14])[c:17]2[cH:18][cH:19][cH:20][cH:21][cH:22]2)[CH2:5][CH2:6]1.